This data is from the Open Reaction Database (ORD), a public repository of structured organic reaction records. The task is: describe an organic reaction: reactants, conditions, products, and yield Starting materials: O=C1CCC(=O)N1Br, O=C(OOC(=O)c1ccccc1)c1ccccc1, ClC(Cl)(Cl)Cl, Cc1ccc2oc3ncccc3c(=O)c2c1. The product is O=c1c2cc(CBr)ccc2oc2ncccc12. RXN SMILES: [Br:17][N:18]1[C:19](=[O:20])[CH2:21][CH2:22][C:23]1=[O:24].[C:25]([O:26][O:27][C:28](=[O:29])[c:30]1[cH:31][cH:32][cH:33][cH:34][cH:35]1)(=[O:36])[c:37]1[cH:38][cH:39][cH:40][cH:41][cH:42]1.[C:43]([Cl:44])([Cl:45])([Cl:46])[Cl:47].[CH3:1][c:2]1[cH:3][cH:4][c:5]2[c:6]([c:7](=[O:15])[c:8]3[c:9]([n:10][cH:11][cH:12][cH:13]3)[o:14]2)[cH:16]1>>[CH2:1]([c:2]1[cH:3][cH:4][c:5]2[c:6]([c:7](=[O:15])[c:8]3[c:9]([n:10][cH:11][cH:12][cH:13]3)[o:14]2)[cH:16]1)[Br:17].